From a dataset of the Open Reaction Database (ORD), a public repository of structured organic reaction records. describe an organic reaction: reactants, conditions, products, and yield The reactants are CC(C)(C)CC(=O)Cl, CCOc1nc(N)cc(N)c1C#N, O, c1ccncc1. The product is CCOc1nc(NC(=O)CC(C)(C)C)cc(N)c1C#N. Reaction SMILES: [CH3:14][C:15]([CH2:16][C:17](=[O:18])[Cl:19])([CH3:20])[CH3:21].[NH2:1][c:2]1[cH:3][c:4]([NH2:13])[n:5][c:6]([O:10][CH2:11][CH3:12])[c:7]1[C:8]#[N:9].[OH2:28].[cH:22]1[cH:23][cH:24][n:25][cH:26][cH:27]1>>[NH2:1][c:2]1[cH:3][c:4]([NH:13][C:17]([CH2:16][C:15]([CH3:14])([CH3:20])[CH3:21])=[O:18])[n:5][c:6]([O:10][CH2:11][CH3:12])[c:7]1[C:8]#[N:9].